Dataset: the Open Reaction Database (ORD), a public repository of structured organic reaction records. Task: describe an organic reaction: reactants, conditions, products, and yield Reactants: solid, Cl.Cl.Cl.O1CCC=2C1=C(N=CC2)N2CCN(CC2)CC[C@@H]2CC[C@H](CC2)N (trans-4-{2-[4-(2,3-dihydro-furo[2,3-c]pyridin-7-yl)-piperazin-1-yl]-ethyl}-cyclohexylamine trihydrochloride), Cl.Cl.Cl.O1CCC=2C1=C(N=CC2)N2CCN(CC2)CC[C@@H]2CC[C@H](CC2)N (trans-4-{2-[4-(2,3-dihydro-furo[2,3-c]pyridin-7-yl)-piperazin-1-yl]-ethyl}-cyclohexylamine trihydrochloride), C(C)S(=O)(=O)Cl (ethanesulfonyl chloride). Yields the product O1CCC=2C1=C(N=CC2)N2CCN(CC2)CC[C@@H]2CC[C@H](CC2)NS(=O)(=O)CC (Ethanesulfonic acid trans-(4-{2-[4-(2,3-dihydro-furo[2,3-c]pyridin-7-yl)-piperazin-1-yl]-ethyl}-cyclohexyl)-amide). Reaction SMILES: Cl.Cl.Cl.[O:4]1[C:8]2=[C:9]([N:13]3[CH2:18][CH2:17][N:16]([CH2:19][CH2:20][C@H:21]4[CH2:26][CH2:25][C@H:24]([NH2:27])[CH2:23][CH2:22]4)[CH2:15][CH2:14]3)[N:10]=[CH:11][CH:12]=[C:7]2[CH2:6][CH2:5]1.[CH2:28]([S:30](Cl)(=[O:32])=[O:31])[CH3:29]>>[O:4]1[C:8]2=[C:9]([N:13]3[CH2:18][CH2:17][N:16]([CH2:19][CH2:20][C@H:21]4[CH2:26][CH2:25][C@H:24]([NH:27][S:30]([CH2:28][CH3:29])(=[O:32])=[O:31])[CH2:23][CH2:22]4)[CH2:15][CH2:14]3)[N:10]=[CH:11][CH:12]=[C:7]2[CH2:6][CH2:5]1 |f:0.1.2.3|. Procedure: The title compound, off-white solid (18 mg, 27%), MS (ISP) m/z=423.3 [(M+H)+], mp 190° C., was prepared in accordance with the general method of example 26 from trans-4-{2-[4-(2,3-dihydro-furo[2,3-c]pyridin-7-yl)-piperazin-1-yl]-ethyl}-cyclohexylamine trihydrochloride (intermediate B) (70.4 mg, 0.16 mmol) and ethanesulfonyl chloride. Starting materials: N1C=NC=C1 (imidazole), ClC=1N=C(C2=C(N1)SC(=C2)C)NCC2=CC(=C(C=C2)Cl)Cl (2-chloro-6-methyl-4-(3,4-dichlorobenzylamino)-thieno-[2,3-d]-pyrimidine). The product is N1(C=NC=C1)C=1N=C(C2=C(N1)SC(=C2)C)NCC2=CC(=C(C=C2)Cl)Cl (2-(imidazol-1-yl)-6-methyl-4-(3,4-dichlorobenzylamino)-thieno-[2,3-d]-pyrimidine). RXN SMILES: [NH:1]1[CH:5]=[CH:4][N:3]=[CH:2]1.Cl[C:7]1[N:8]=[C:9]([NH:17][CH2:18][C:19]2[CH:24]=[CH:23][C:22]([Cl:25])=[C:21]([Cl:26])[CH:20]=2)[C:10]2[CH:15]=[C:14]([CH3:16])[S:13][C:11]=2[N:12]=1>>[N:1]1([C:7]2[N:8]=[C:9]([NH:17][CH2:18][C:19]3[CH:24]=[CH:23][C:22]([Cl:25])=[C:21]([Cl:26])[CH:20]=3)[C:10]3[CH:15]=[C:14]([CH3:16])[S:13][C:11]=3[N:12]=2)[CH:5]=[CH:4][N:3]=[CH:2]1. Reported procedure: Following the procedure of Example 97, the reaction of imidazole with 2-chloro-6-methyl-4-(3,4-dichlorobenzylamino)-thieno-[2,3-d]-pyrimidine gives 2-(imidazol-1-yl)-6-methyl-4-(3,4-dichlorobenzylamino)-thieno-[2,3-d]-pyrimidine. Reactants: CI, Cc1nc(C#Cc2cccc(Cl)c2)c(C)n1-c1cc[nH]c(=O)c1. The product is Cc1nc(C#Cc2cccc(Cl)c2)c(C)n1-c1ccn(C)c(=O)c1. Reaction SMILES: [CH3:24][I:25].[Cl:1][c:2]1[cH:3][c:4]([C:8]#[C:9][c:10]2[n:11][c:12]([CH3:23])[n:13](-[c:16]3[cH:17][c:18](=[O:22])[nH:19][cH:20][cH:21]3)[c:14]2[CH3:15])[cH:5][cH:6][cH:7]1>>[Cl:1][c:2]1[cH:3][c:4]([C:8]#[C:9][c:10]2[n:11][c:12]([CH3:23])[n:13](-[c:16]3[cH:17][c:18](=[O:22])[n:19]([CH3:24])[cH:20][cH:21]3)[c:14]2[CH3:15])[cH:5][cH:6][cH:7]1. Reactants: CC(=O)[O-], CCO, CCC(=O)c1cc(Cl)ccc1NS(=O)(=O)C(F)(F)F, Cl, NOCc1ccc(C(F)(F)F)cc1C(F)(F)F, [Na+]. Yields the product CCC(=NOCc1ccc(C(F)(F)F)cc1C(F)(F)F)c1cc(Cl)ccc1NS(=O)(=O)C(F)(F)F. As a reaction SMILES: [C:38]([O-:39])(=[O:40])[CH3:41].[CH3:43][CH2:44][OH:45].[Cl:1][c:2]1[cH:3][c:4]([C:16]([CH2:17][CH3:18])=[O:19])[c:5]([NH:8][S:9](=[O:10])(=[O:11])[C:12]([F:13])([F:14])[F:15])[cH:6][cH:7]1.[ClH:20].[F:21][C:22]([c:23]1[c:24]([CH2:25][O:26][NH2:27])[cH:28][cH:29][c:30]([C:32]([F:33])([F:34])[F:35])[cH:31]1)([F:36])[F:37].[Na+:42]>>[Cl:1][c:2]1[cH:3][c:4]([C:16]([CH2:17][CH3:18])=[N:27][O:26][CH2:25][c:24]2[c:23]([C:22]([F:21])([F:36])[F:37])[cH:31][c:30]([C:32]([F:33])([F:34])[F:35])[cH:29][cH:28]2)[c:5]([NH:8][S:9](=[O:10])(=[O:11])[C:12]([F:13])([F:14])[F:15])[cH:6][cH:7]1. The reactants are BrCC(=O)C1=CC=CC=C1 (2-Bromo-1-phenylethanone), C(C)(C)(C)OC(=O)NC(C(=O)O[C@H]1CN2CCC1CC2)C2=CC(=CC=C2)F ((R)-quinuclidin-3-yl 2-(tert-butoxycarbonylamino)-2-(3-fluorophenyl)acetate). Solvent: CCOC(=O)C (EtOAc), C(C)#N (acetonitrile). Run at time 15 hour. Product: [Br-].C(C)(C)(C)OC(=O)NC(C(=O)O[C@H]1C[N+]2(CCC1CC2)CC(C2=CC=CC=C2)=O)C2=CC(=CC=C2)F ((3R)-3-(2-(tert-butoxycarbonylamino)-2-(3-fluorophenyl)acetoxy)-1-(2-oxo-2-phenylethyl)-1-azoniabicyclo[2.2.2]octane bromide). Yield: 47.1%. As a reaction SMILES: [Br:1][CH2:2][C:3]([C:5]1[CH:10]=[CH:9][CH:8]=[CH:7][CH:6]=1)=[O:4].[C:11]([O:15][C:16]([NH:18][CH:19]([C:31]1[CH:36]=[CH:35][CH:34]=[C:33]([F:37])[CH:32]=1)[C:20]([O:22][C@@H:23]1[CH:28]2[CH2:29][CH2:30][N:25]([CH2:26][CH2:27]2)[CH2:24]1)=[O:21])=[O:17])([CH3:14])([CH3:13])[CH3:12]>CCOC(C)=O.C(#N)C>[Br-:1].[C:11]([O:15][C:16]([NH:18][CH:19]([C:31]1[CH:36]=[CH:35][CH:34]=[C:33]([F:37])[CH:32]=1)[C:20]([O:22][C@@H:23]1[CH:28]2[CH2:27][CH2:26][N+:25]([CH2:2][C:3](=[O:4])[C:5]3[CH:10]=[CH:9][CH:8]=[CH:7][CH:6]=3)([CH2:30][CH2:29]2)[CH2:24]1)=[O:21])=[O:17])([CH3:14])([CH3:12])[CH3:13] |f:4.5|. Procedure details: 2-Bromo-1-phenylethanone (63.1 mg, 0.32 mmol) was added to a solution of (R)-quinuclidin-3-yl 2-(tert-butoxycarbonylamino)-2-(3-fluorophenyl)acetate (C53) (100 mg, 0.26 mmol) in EtOAc (3 ml) and acetonitrile (3 ml). The reaction was stirred at RT for 15 hours, and then the solvent was evaporated. The crude was purified by flash chromatography (DCM/MeOH=94/6) to obtain (3R)-3-(2-(tert-butoxycarbonylamino)-2-(3-fluorophenyl)acetoxy)-1-(2-oxo-2-phenylethyl)-1-azoniabicyclo[2.2.2]octane bromide (70.... The reactants are ClC1=CC2=C(C(C3=C(CC2)C=C(C=C3)O)=O)C=C1 (2-chloro-8-hydroxy-10,11-dihydrodibenzo[a,d]cyclohepten-5-one), CC1(OC[C@@H](O1)COS(=O)(=O)C1=CC=C(C=C1)C)C ((R)-toluene-4-sulfonic acid 2,2-dimethyl-[1,3]dioxolan-4-ylmethyl ester), C(=O)([O-])[O-].[K+].[K+] (K2CO3). Solvent: CN(C)C=O (DMF). Yields the product ClC1=CC2=C(C(C3=C(CC2)C=C(C=C3)OC[C@@H]3OC(OC3)(C)C)=O)C=C1 ((S)-2-Chloro-8-(2,2-dimethyl-[1,3]dioxolan-4-ylmethoxy)-10,11-dihydrodibenzo[a,d]cyclohepten-5-one). As a reaction SMILES: [Cl:1][C:2]1[CH:18]=[CH:17][C:5]2[C:6](=[O:16])[C:7]3[CH:14]=[CH:13][C:12]([OH:15])=[CH:11][C:8]=3[CH2:9][CH2:10][C:4]=2[CH:3]=1.[CH3:19][C:20]1([CH3:37])[O:24][C@@H:23]([CH2:25]OS(C2C=CC(C)=CC=2)(=O)=O)[CH2:22][O:21]1.C([O-])([O-])=O.[K+].[K+]>CN(C=O)C>[Cl:1][C:2]1[CH:18]=[CH:17][C:5]2[C:6](=[O:16])[C:7]3[CH:14]=[CH:13][C:12]([O:15][CH2:25][C@H:23]4[CH2:22][O:21][C:20]([CH3:37])([CH3:19])[O:24]4)=[CH:11][C:8]=3[CH2:9][CH2:10][C:4]=2[CH:3]=1 |f:2.3.4|. Reported procedure: For the preparation of the title compound, 0.50 g (1.9 mmol) of 2-chloro-8-hydroxy-10,11-dihydrodibenzo[a,d]cyclohepten-5-one, 0.75 g (2.6 mmol) of (R)-toluene-4-sulfonic acid 2,2-dimethyl-[1,3]dioxolan-4-ylmethyl ester and 0.80 g (5.8 mmol) of K2CO3 in 10 ml of dry DMF are reacted by method M. C21H21ClO4 (Mr=372.85) Yields the product ClC1=C(C=C(C(=N1)N)N)C1=C(C(=CC=C1)Cl)Cl (6-chloro-5-(2,3-dichlorophenyl)pyridine-2,3-diamine). Reaction SMILES: [Cl:1][C:2]1[N:7]=[C:6]([NH2:8])[C:5]([NH2:9])=[CH:4][C:3]=1I.[Cl:11][C:12]1[C:17]([Cl:18])=[CH:16][CH:15]=[CH:14][C:13]=1B(O)O.C(=O)([O-])[O-].[Na+].[Na+]>O.O1CCOCC1.C1C=CC([P]([Pd]([P](C2C=CC=CC=2)(C2C=CC=CC=2)C2C=CC=CC=2)([P](C2C=CC=CC=2)(C2C=CC=CC=2)C2C=CC=CC=2)[P](C2C=CC=CC=2)(C2C=CC=CC=2)C2C=CC=CC=2)(C2C=CC=CC=2)C2C=CC=CC=2)=CC=1>[Cl:1][C:2]1[N:7]=[C:6]([NH2:8])[C:5]([NH2:9])=[CH:4][C:3]=1[C:16]1[CH:15]=[CH:14][CH:13]=[C:12]([Cl:11])[C:17]=1[Cl:18] |f:2.3.4,^1:38,40,59,78|. Solvent: O (water), O1CCOCC1 (dioxane). Procedure: To a solution of 6-chloro-3-nitropyridin-2-amine (630 mg, 3.63 mmol) in ethanol (11 mL) was add I2 (920 mg, 3.62 mmol) and Ag2SO4 (1132 mg, 3.63 mmol).). The resulting solution was stirred overnight at room temperature and dissolved in water (100 mL), then extracted with ethyl acetate (3×80 ml). The combined organic layers were washed with brine (50 ml), dried over anhydrous sodium sulfate and concentrated under vacuum to produce 6-chloro-5-iodo-3-nitropyridin-2-amine as a yellow solid (640 mg, ... Yield: 74.9%. The reactants are ClC1=C(C=C(C(=N1)N)N)I (6-chloro-5-iodopyridine-2,3-diamine), ClC1=C(C=CC=C1Cl)B(O)O ((2,3-dichlorophenyl)boronic acid), C([O-])([O-])=O.[Na+].[Na+] (sodium carbonate). The reagents and catalysts are C=1C=CC(=CC1)[P](C=2C=CC=CC2)(C=3C=CC=CC3)[Pd]([P](C=4C=CC=CC4)(C=5C=CC=CC5)C=6C=CC=CC6)([P](C=7C=CC=CC7)(C=8C=CC=CC8)C=9C=CC=CC9)[P](C=1C=CC=CC1)(C=1C=CC=CC1)C=1C=CC=CC1 (Pd(Ph3P)4). The reactants are [N+](=O)([O-])CC(=CCO)C (4-nitro-3-methyl-2-butenol), [N+](=O)([O-])C=1C=C(C(=O)Cl)C=C(C1)[N+](=O)[O-] (3,5-dinitrobenzoylchloride). Run at time 8 hour. The solvent is C1=CC=CC=C1 (benzene). RXN SMILES: [N+:1]([CH2:4][C:5]([CH3:9])=[CH:6][CH2:7][OH:8])([O-:3])=[O:2].[N+:10]([C:13]1[CH:14]=[C:15]([CH:19]=[C:20]([N+:22]([O-:24])=[O:23])[CH:21]=1)[C:16](Cl)=[O:17])([O-:12])=[O:11]>C1C=CC=CC=1>[CH3:9][C:5]([CH2:4][N+:1]([O-:3])=[O:2])=[CH:6][CH2:7][OH:8].[N+:10]([C:13]1[CH:14]=[C:15]([CH:19]=[C:20]([N+:22]([O-:24])=[O:23])[CH:21]=1)[C:16]([O-:2])=[O:17])([O-:12])=[O:11] |f:3.4|. Procedure details: To 0.1 Mol of 4-nitro-3-methyl-2-butenol in benzene was added 0.1 Mol of 3,5-dinitrobenzoylchloride and stirred overnight. The benzene was evaporated and the residue was stirred in sat. sodiumbicarbonate solution for 1 hour. The solid product was filtered and recrystallized first from alcohol water and then from ethylacetate/hexane. The product was obtained as a yellow crystalline material, m.p. 111°-113°. Product: CC(=CCO)C[N+](=O)[O-].[N+](=O)([O-])C=1C=C(C(=O)[O-])C=C(C1)[N+](=O)[O-] (3-methyl-4-nitro-2-butene-1-ol 3,5-dinitrobenzoate).